This data is from the Open Reaction Database (ORD), a public repository of structured organic reaction records. The task is: describe an organic reaction: reactants, conditions, products, and yield Starting materials: O=C([O-])[O-], CCOC(=O)c1ccc(-c2c(OC)cccc2OC)c(-c2ccc(Cl)c(O)c2)n1, CN(C)CCCCl, Cl, [Cs+], [Cs+], CN(C)C=O, O=C(O)CC(O)(CC(=O)O)C(=O)O. Yields the product CCOC(=O)c1ccc(-c2c(OC)cccc2OC)c(-c2ccc(Cl)c(OCCCN(C)C)c2)n1. Reaction SMILES: [C:9](=[O:10])([O-:11])[O-:12].[Cl:15][c:16]1[c:17]([OH:43])[cH:18][c:19](-[c:22]2[c:23](-[c:33]3[c:34]([O:41][CH3:42])[cH:35][cH:36][cH:37][c:38]3[O:39][CH3:40])[cH:24][cH:25][c:26]([C:28](=[O:29])[O:30][CH2:31][CH3:32])[n:27]2)[cH:20][cH:21]1.[Cl:2][CH2:3][CH2:4][CH2:5][N:6]([CH3:7])[CH3:8].[ClH:1].[Cs+:13].[Cs+:14].[O:57]=[CH:58][N:59]([CH3:60])[CH3:61].[OH:44][C:45]([CH2:46][C:47]([C:48](=[O:49])[OH:50])([CH2:51][C:52](=[O:53])[OH:54])[OH:55])=[O:56]>>[CH2:3]([CH2:4][CH2:5][N:6]([CH3:7])[CH3:8])[O:43][c:17]1[c:16]([Cl:15])[cH:21][cH:20][c:19](-[c:22]2[c:23](-[c:33]3[c:34]([O:41][CH3:42])[cH:35][cH:36][cH:37][c:38]3[O:39][CH3:40])[cH:24][cH:25][c:26]([C:28](=[O:29])[O:30][CH2:31][CH3:32])[n:27]2)[cH:18]1. The reactants are ClB(Cl)Cl, Nc1ccc(Br)cc1, [Cl-], [Cl-], [Cl-], ClCCl, ClCCCl, N#Cc1ccc(F)cc1, [Ga+3], [Na+], [OH-]. Yields the product Nc1ccc(Br)cc1C(=O)c1ccc(F)cc1. Reaction SMILES: [B:15]([Cl:16])([Cl:17])[Cl:18].[Br:7][c:8]1[cH:9][cH:10][c:11]([NH2:12])[cH:13][cH:14]1.[Cl-:3].[Cl-:5].[Cl-:6].[Cl:28][CH2:29][Cl:30].[Cl:31][CH2:32][CH2:33][Cl:34].[F:19][c:20]1[cH:21][cH:22][c:23]([C:24]#[N:25])[cH:26][cH:27]1.[Ga+3:4].[Na+:2].[OH-:1]>>[O:1]=[C:24]([c:10]1[cH:9][c:8]([Br:7])[cH:14][cH:13][c:11]1[NH2:12])[c:23]1[cH:22][cH:21][c:20]([F:19])[cH:27][cH:26]1. The reactants are aqueous solution, ferric chloride, Cl (hydrochloric acid), [H-].[Al+3].[Li+].[H-].[H-].[H-] (Lithium aluminum hydride), O1CCCC1 (tetrahydrofuran), CC1=C(C(C(=C(C1=O)C)C)=O)C(CCCCCCCCC(=O)OC)C1=CC=CC=C1 (methyl 10-(3,5,6-trimethyl-1,4-benzoquinon-2-yl)-10-phenyldecanoate). Run in O (water), C(C)(=O)OCC (Ethyl acetate). Conditions: temperature 60 celsius, time 3 hour. Product: CC1=C(C(C(=C(C1=O)C)C)=O)C(CCCCCCCCCO)C1=CC=CC=C1 (10-(3,5,6-trimethyl-1,4-benzoquinon-2-yl)-10-phenyldecan-1-ol). The yield is 87.1%. As a reaction SMILES: [H-].[Al+3].[Li+].[H-].[H-].[H-].O1CCCC1.[CH3:12][C:13]1[C:18](=[O:19])[C:17]([CH3:20])=[C:16]([CH3:21])[C:15](=[O:22])[C:14]=1[CH:23]([C:36]1[CH:41]=[CH:40][CH:39]=[CH:38][CH:37]=1)[CH2:24][CH2:25][CH2:26][CH2:27][CH2:28][CH2:29][CH2:30][CH2:31][C:32](OC)=[O:33].Cl>C(OCC)(=O)C.O>[CH3:12][C:13]1[C:18](=[O:19])[C:17]([CH3:20])=[C:16]([CH3:21])[C:15](=[O:22])[C:14]=1[CH:23]([C:36]1[CH:37]=[CH:38][CH:39]=[CH:40][CH:41]=1)[CH2:24][CH2:25][CH2:26][CH2:27][CH2:28][CH2:29][CH2:30][CH2:31][CH2:32][OH:33] |f:0.1.2.3.4.5|. Reported procedure: Lithium aluminum hydride (1.0 g, 27 mmole) was added to a tetrahydrofuran solution (50 ml) containing methyl 10-(3,5,6-trimethyl-1,4-benzoquinon-2-yl)-10-phenyldecanoate, (2.4 g, 6 mmole), followed by stirring for 3 hours with heating at 60° C. After the reaction solution was cooled, water was added to suspend the reaction, and 2N hydrochloric acid was added to adjust to pH 4.0. A 10% aqueous solution of ferric chloride (5 ml) was added to the mixture, and the reaction was allowed to proceed at ... The reactants are C#CCc1c(F)c(F)c(COC2CCCCO2)c(F)c1F, CO, Cl. Product: C#CCc1c(F)c(F)c(CO)c(F)c1F. RXN SMILES: [CH2:1]([C:2]#[CH:3])[c:4]1[c:5]([F:21])[c:6]([F:20])[c:7]([CH2:8][O:9][CH:10]2[CH2:11][CH2:12][CH2:13][CH2:14][O:15]2)[c:16]([F:19])[c:17]1[F:18].[CH3:23][OH:24].[ClH:22]>>[CH2:1]([C:2]#[CH:3])[c:4]1[c:5]([F:21])[c:6]([F:20])[c:7]([CH2:8][OH:9])[c:16]([F:19])[c:17]1[F:18]. The reactants are CC(C)(C)OC(=O)N1CCC(c2ccc(NC(=O)c3nc(C#N)cn3COCC[Si](C)(C)C)c(C3=CCCCC3)c2)CC1, C[Si](C)(C)CCOCn1c(C#N)cnc1C(=O)Nc1ccc(C2CCNCC2)cc1C1=CCCCC1, CC(C)(C)OC(=O)NC(C)(C)C(=O)O, CCO, CCOC(C)=O, CCN(C(C)C)C(C)C, ClCCl, O=C(O)C(F)(F)F, O=C(O)C(F)(F)F. The product is CC(C)(C)OC(=O)NC(C)(C)C(=O)N1CCC(c2ccc(NC(=O)c3nc(C#N)cn3COCC[Si](C)(C)C)c(C3=CCCCC3)c2)CC1. RXN SMILES: [C:1]([O:2][C:3](=[O:4])[N:8]1[CH2:9][CH2:10][CH:11]([c:14]2[cH:15][c:16]([C:38]3=[CH:39][CH2:40][CH2:41][CH2:42][CH2:43]3)[c:17]([NH:20][C:21](=[O:22])[c:23]3[n:24]([CH2:30][O:31][CH2:32][CH2:33][Si:34]([CH3:35])([CH3:36])[CH3:37])[cH:25][c:26]([C:28]#[N:29])[n:27]3)[cH:18][cH:19]2)[CH2:12][CH2:13]1)([CH3:5])([CH3:6])[CH3:7].[C:58]1([c:59]2[cH:60][c:61]([CH:62]3[CH2:63][CH2:64][NH:65][CH2:66][CH2:67]3)[cH:68][cH:69][c:70]2[NH:71][C:72]([c:73]2[n:74]([CH2:75][O:76][CH2:77][CH2:78][Si:79]([CH3:80])([CH3:81])[CH3:82])[c:83]([C:84]#[N:85])[cH:86][n:87]2)=[O:88])=[CH:93][CH2:92][CH2:91][CH2:90][CH2:89]1.[C:94]([CH3:95])([CH3:96])([CH3:97])[O:98][C:99](=[O:100])[NH:101][C:102]([C:103](=[O:104])[OH:105])([CH3:106])[CH3:107].[CH3:120][CH2:121][OH:122].[CH3:123][CH2:124][O:125][C:126]([CH3:127])=[O:128].[CH:108]([N:109]([CH2:110][CH3:111])[CH:112]([CH3:113])[CH3:114])([CH3:115])[CH3:116].[Cl:117][CH2:118][Cl:119].[F:44][C:45]([F:46])([F:47])[C:48]([OH:49])=[O:50].[F:51][C:52]([F:53])([F:54])[C:55]([OH:56])=[O:57]>>[N:8]1([C:103]([C:102]([NH:101][C:99]([O:98][C:94]([CH3:95])([CH3:96])[CH3:97])=[O:100])([CH3:106])[CH3:107])=[O:104])[CH2:9][CH2:10][CH:11]([c:14]2[cH:15][c:16]([C:38]3=[CH:39][CH2:40][CH2:41][CH2:42][CH2:43]3)[c:17]([NH:20][C:21](=[O:22])[c:23]3[n:24]([CH2:30][O:31][CH2:32][CH2:33][Si:34]([CH3:35])([CH3:36])[CH3:37])[cH:25][c:26]([C:28]#[N:29])[n:27]3)[cH:18][cH:19]2)[CH2:12][CH2:13]1. Starting materials: Cc1ncc(C(C)N)cn1, CC#N, CCN(C(C)C)C(C)C, Cc1ccc(N2CCc3ncnc(Cl)c3C2)c(C#N)c1. The product is Cc1ccc(N2CCc3ncnc(NC(C)c4cnc(C)nc4)c3C2)c(C#N)c1. RXN SMILES: [CH3:21][c:22]1[n:23][cH:24][c:25]([CH:28]([CH3:29])[NH2:30])[cH:26][n:27]1.[CH3:40][C:41]#[N:42].[CH:31]([N:32]([CH2:33][CH3:34])[CH:35]([CH3:36])[CH3:37])([CH3:38])[CH3:39].[Cl:1][c:2]1[c:3]2[c:4]([n:5][cH:6][n:7]1)[CH2:8][CH2:9][N:10]([c:12]1[c:13]([C:14]#[N:15])[cH:16][c:17]([CH3:20])[cH:18][cH:19]1)[CH2:11]2>>[c:2]1([NH:30][CH:28]([c:25]2[cH:24][n:23][c:22]([CH3:21])[n:27][cH:26]2)[CH3:29])[c:3]2[c:4]([n:5][cH:6][n:7]1)[CH2:8][CH2:9][N:10]([c:12]1[c:13]([C:14]#[N:15])[cH:16][c:17]([CH3:20])[cH:18][cH:19]1)[CH2:11]2. Reactants: O=C1CCC(=O)N1Br, ClCCl, CCOC(=O)c1cn2cccc2cn1. The product is CCOC(=O)c1cn2c(Br)ccc2cn1. As a reaction SMILES: [Br:15][N:16]1[C:17](=[O:18])[CH2:19][CH2:20][C:21]1=[O:22].[Cl:23][CH2:24][Cl:25].[cH:1]1[c:2]2[n:3]([cH:4][c:5]([C:7](=[O:8])[O:9][CH2:10][CH3:11])[n:6]1)[cH:12][cH:13][cH:14]2>>[cH:1]1[c:2]2[n:3]([cH:4][c:5]([C:7](=[O:8])[O:9][CH2:10][CH3:11])[n:6]1)[c:12]([Br:15])[cH:13][cH:14]2.